Dataset: the Open Reaction Database (ORD), a public repository of structured organic reaction records. Task: describe an organic reaction: reactants, conditions, products, and yield Reported procedure: A solution of H2SO4 (0.8 mL) in MeOH (8 mL) was added to Py-1 (0.77 g, 4.53 mmol) and the mixture heated at reflux for 24 hr. Water was added and the mixture extracted with DCM. The organic solvent was dried using MgSO4, and solvent evaporated under vacuum to yield the product as a crystalline solid. Yield 0.55 g, 66%). 1H NMR (DMSO): δ 7.57 (d, 1H, J=2.1 Hz); 7.40 (d, 1H, J=2.0 Hz); 3.99 (s, 3H); 3.86 (s, 3H). Yields the product COC(=O)C=1NC=C(C1)[N+](=O)[O-] (Methyl-4-nitropyrrole-2-carboxylate). Starting materials: OS(=O)(=O)O (H2SO4), CC1=C(NC=C1[N+](=O)[O-])C(=O)O (Methyl-4-nitropyrrole-2-carboxylic acid), CO (MeOH), O (Water). RXN SMILES: OS(O)(=O)=O.C[C:7]1[C:11]([N+:12]([O-:14])=[O:13])=[CH:10][NH:9][C:8]=1[C:15]([OH:17])=[O:16].O.[CH3:19]O>>[CH3:19][O:17][C:15]([C:8]1[NH:9][CH:10]=[C:11]([N+:12]([O-:14])=[O:13])[CH:7]=1)=[O:16]. Starting materials: C(C)(C)(C)OC(N(C)CC(CN1CCCC1)O)=O ((2-Hydroxy-3-pyrrolidin-1-yl-propyl)-methyl-carbamic acid tert-butyl ester), C(=O)(C(F)(F)F)O (TFA). Product: CNCC(CN1CCCC1)O (1-Methylamino-3-pyrrolidin-1-yl-propan-2-ol). RXN SMILES: C(O[C:6](=O)[N:7]([CH2:9][CH:10]([OH:17])[CH2:11][N:12]1[CH2:16][CH2:15][CH2:14][CH2:13]1)C)(C)(C)C.C(O)(C(F)(F)F)=O>>[CH3:6][NH:7][CH2:9][CH:10]([OH:17])[CH2:11][N:12]1[CH2:16][CH2:15][CH2:14][CH2:13]1. Procedure details: 1-Methylamino-3-pyrrolidin-1-yl-propan-2-ol was prepared from (2-Hydroxy-3-pyrrolidin-1-yl-propyl)-methyl-carbamic acid tert-butyl ester following General Procedure F. to generate a TFA salt.